The task is: describe an organic reaction: reactants, conditions, products, and yield. This data is from the Open Reaction Database (ORD), a public repository of structured organic reaction records. Reactants: O=C([O-])[O-], CC#N, Cc1ccc(C(=O)NC2CC2)cc1-c1ccc2c(=O)n(Cc3ccc(O)cc3)ccc2c1, ClCCBr, [K+], [K+]. Product: Cc1ccc(C(=O)NC2CC2)cc1-c1ccc2c(=O)n(Cc3ccc(OCCCl)cc3)ccc2c1. Reaction SMILES: [C:33](=[O:34])([O-:35])[O-:36].[CH3:43][C:44]#[N:45].[CH:1]1([NH:4][C:5]([c:6]2[cH:7][c:8](-[c:13]3[cH:14][c:15]4[cH:16][cH:17][n:18]([CH2:24][c:25]5[cH:26][cH:27][c:28]([OH:31])[cH:29][cH:30]5)[c:19](=[O:23])[c:20]4[cH:21][cH:22]3)[c:9]([CH3:12])[cH:10][cH:11]2)=[O:32])[CH2:2][CH2:3]1.[Cl:39][CH2:40][CH2:41][Br:42].[K+:37].[K+:38]>>[CH:1]1([NH:4][C:5]([c:6]2[cH:7][c:8](-[c:13]3[cH:14][c:15]4[cH:16][cH:17][n:18]([CH2:24][c:25]5[cH:26][cH:27][c:28]([O:31][CH2:41][CH2:40][Cl:39])[cH:29][cH:30]5)[c:19](=[O:23])[c:20]4[cH:21][cH:22]3)[c:9]([CH3:12])[cH:10][cH:11]2)=[O:32])[CH2:2][CH2:3]1.